Dataset: the Open Reaction Database (ORD), a public repository of structured organic reaction records. Task: describe an organic reaction: reactants, conditions, products, and yield The reactants are [OH-].[K+] (potassium hydroxide), Cl (HCl), CC(=O)C1=C(C=C(C=C1)I)O (2-Hydroxy-4-iodo acetophenone), COC=1C=C(C=O)C=C(C1OC)OC (3,4,5-trimethoxy-benzaldehyde). The solvent is C(C)O (ethanol), O (water). Reaction conditions: time 119 hour. The product is OC1=C(C(C=CC2=CC(=C(C(=C2)OC)OC)OC)=O)C=CC(=C1)I (2′-Hydroxy-4′-iodo-3,4,5-trimethoxy-chalcone). Isolated yield 126.6%. RXN SMILES: [CH3:1][C:2]([C:4]1[CH:9]=[CH:8][C:7]([I:10])=[CH:6][C:5]=1[OH:11])=[O:3].[CH3:12][O:13][C:14]1[CH:15]=[C:16]([CH:19]=[C:20]([O:24][CH3:25])[C:21]=1[O:22][CH3:23])[CH:17]=O.[OH-].[K+].Cl>C(O)C.O>[OH:11][C:5]1[CH:6]=[C:7]([I:10])[CH:8]=[CH:9][C:4]=1[C:2](=[O:3])[CH:1]=[CH:17][C:16]1[CH:19]=[C:20]([O:24][CH3:25])[C:21]([O:22][CH3:23])=[C:14]([O:13][CH3:12])[CH:15]=1 |f:2.3|. Procedure: To a stirring suspension of 29 (0.55 g, 2.1 mmol) and 3,4,5-trimethoxy-benzaldehyde (0.66 g, 3.4 mmol, 1.6 equ) in ethanol (10 ml) was added potassium hydroxide (0.25 g, 4.5 mmol, 2.1 equ). The reaction mixture was stirred for 119 hours then diluted with water, acidified (1N HCl) and extracted with ethyl acetate (3×70 ml). The combined organic layers were then washed with saturated aqueous sodium bicarbonate (50 ml), saturated brine (50 ml), 10% sodium bisulfite solution (3×50 ml) and then satur...